This data is from the Open Reaction Database (ORD), a public repository of structured organic reaction records. The task is: describe an organic reaction: reactants, conditions, products, and yield RXN SMILES: [C:35]([O:36][CH2:37][CH3:38])(=[O:39])[CH3:40].[CH2:15]([c:16]1[cH:17][cH:18][cH:19][cH:20][cH:21]1)[O:22][C:23](=[O:24])[Cl:25].[CH3:29][CH2:30][CH2:31][CH2:32][CH2:33][CH3:34].[NH2:1][CH2:2][CH2:3][CH2:4][CH2:5][CH2:6][C:7](=[O:8])[OH:9].[Na:10].[O-:11][C:12](=[O:13])[O-:14].[O:26]=[C:27]=[O:28].[O:41]1[CH2:42][CH2:43][CH2:44][CH2:45]1>>[NH:1]([CH2:2][CH2:3][CH2:4][CH2:5][CH2:6][C:7](=[O:8])[OH:9])[C:23]([O:22][CH2:15][c:16]1[cH:17][cH:18][cH:19][cH:20][cH:21]1)=[O:24]. Yields the product O=C(O)CCCCCNC(=O)OCc1ccccc1. Reactants: CCOC(C)=O, O=C(Cl)OCc1ccccc1, CCCCCC, NCCCCCC(=O)O, [Na], O=C([O-])[O-], O=C=O, C1CCOC1. Reactants: C(CCC)C=1OC2=C(C1C(=O)NC1=CC=C(C=C1)C1=CC=C(C=C1)OCC#N)C=CC=C2 (2-butyl-N-(4′-cyanomethoxy[1,1′-biphenyl]-4-yl)-1-benzofuran-3-carboxamide), [N-]=[N+]=[N-].[Na+] (sodium azide), [Cl-].[NH4+] (ammonium chloride). Solvent: C(C)(=O)OCC (ethyl acetate). Conditions: time 5.5 hour. Product: C(CCC)C=1OC2=C(C1C(=O)NC1=CC=C(C=C1)C1=CC=C(C=C1)OCC1=NN=NN1)C=CC=C2 (2-Butyl-N-[4′-(1H-tetraazol-5-ylmethoxy)[1,1′-biphenyl]-4-yl]-1-benzofuran-3-carboxamide). The yield is 58.4%. RXN SMILES: [CH2:1]([C:5]1[O:6][C:7]2[CH:32]=[CH:31][CH:30]=[CH:29][C:8]=2[C:9]=1[C:10]([NH:12][C:13]1[CH:18]=[CH:17][C:16]([C:19]2[CH:24]=[CH:23][C:22]([O:25][CH2:26][C:27]#[N:28])=[CH:21][CH:20]=2)=[CH:15][CH:14]=1)=[O:11])[CH2:2][CH2:3][CH3:4].[N-:33]=[N+:34]=[N-:35].[Na+].[Cl-].[NH4+]>C(OCC)(=O)C>[CH2:1]([C:5]1[O:6][C:7]2[CH:32]=[CH:31][CH:30]=[CH:29][C:8]=2[C:9]=1[C:10]([NH:12][C:13]1[CH:18]=[CH:17][C:16]([C:19]2[CH:24]=[CH:23][C:22]([O:25][CH2:26][C:27]3[NH:35][N:34]=[N:33][N:28]=3)=[CH:21][CH:20]=2)=[CH:15][CH:14]=1)=[O:11])[CH2:2][CH2:3][CH3:4] |f:1.2,3.4|. Procedure: A mixture of 2-butyl-N-(4′-cyanomethoxy[1,1′-biphenyl]-4-yl)-1-benzofuran-3-carboxamide (400 mg, 0.942 mmol), prepared in the previous step, sodium azide (184 mg, 2.83 mmol) and ammonium chloride (151 mg, 2.83 mmol) was stirred under nitrogen at 100+ C. for 5.5 h. The reaction was diluted with ethyl acetate and extracted with 1 N NaOH. The aqueous layer was separated, extracted one additional time with ethyl acetate and acidified by the addition of 1 N HCl. The solid that formed was collected by... The product is CC(=O)c1cccc2c1ncn2-c1cccc([N+](=O)[O-])c1. RXN SMILES: [C:1]([CH3:2])(=[O:3])[c:4]1[cH:5][cH:6][cH:7][c:8]2[n:9][cH:10][nH:11][c:12]12.[CH3:27][S:28]([CH3:29])=[O:30].[F:17][c:18]1[cH:19][c:20]([N+:24](=[O:25])[O-:26])[cH:21][cH:22][cH:23]1.[H-:13].[H:15][H:16].[Na+:14]>>[C:1]([CH3:2])(=[O:3])[c:4]1[cH:5][cH:6][cH:7][c:8]2[n:9](-[c:18]3[cH:19][c:20]([N+:24](=[O:25])[O-:26])[cH:21][cH:22][cH:23]3)[cH:10][n:11][c:12]12. The reactants are CC(=O)c1cccc2nc[nH]c12, CS(C)=O, O=[N+]([O-])c1cccc(F)c1, [H-], [H][H], [Na+]. Starting materials: CO, O=C1Nc2cc([N+](=O)[O-])ccc2OC1(F)F. The product is Nc1ccc2c(c1)NC(=O)C(F)(F)O2. RXN SMILES: [CH3:17][OH:18].[F:1][C:2]1([F:16])[C:3](=[O:15])[NH:4][c:5]2[c:6]([cH:8][cH:9][c:10]([N+:12]([O-:13])=[O:14])[cH:11]2)[O:7]1>>[F:1][C:2]1([F:16])[C:3](=[O:15])[NH:4][c:5]2[c:6]([cH:8][cH:9][c:10]([NH2:12])[cH:11]2)[O:7]1.